Dataset: the Open Reaction Database (ORD), a public repository of structured organic reaction records. Task: describe an organic reaction: reactants, conditions, products, and yield Reactants: BrC=1C=C2C=CC(=CC2=CC1)C(C(C)C)(O)C=1N=CN(C1)C(C1=CC=CC=C1)(C1=CC=CC=C1)C1=CC=CC=C1 (1-(6-bromonaphthalen-2-yl)-2-methyl-1-(1-trityl-1H-imidazol-4-yl)-1-propanol), C(CCC)C(=C(CCCC)CCCC)[Sn] (tributylvinyltin), C1(=CC=CC=C1)C (toluene). Reagents/catalysts: C=1C=CC(=CC1)[P](C=2C=CC=CC2)(C=3C=CC=CC3)[Pd]([P](C=4C=CC=CC4)(C=5C=CC=CC5)C=6C=CC=CC6)([P](C=7C=CC=CC7)(C=8C=CC=CC8)C=9C=CC=CC9)[P](C=1C=CC=CC1)(C=1C=CC=CC1)C=1C=CC=CC1 (tetrakis(triphenylphosphine)palladium). Yields the product C(C)C=1C=C2C=CC(=CC2=CC1)C(C(C)C)(O)C=1N=CNC1 (1-(6-Ethylnaphthalen-2-yl)-1-(1H-imidazol-4-yl)-2-methyl-1-propanol). RXN SMILES: BrC1C=C2C(=CC=1)[CH:8]=[C:7]([C:12]([C:17]1[N:18]=[CH:19][N:20](C(C3C=CC=CC=3)(C3C=CC=CC=3)C3C=CC=CC=3)[CH:21]=1)([OH:16])[CH:13]([CH3:15])[CH3:14])[CH:6]=[CH:5]2.[CH2:41](C([Sn])=C(CCCC)CCCC)CCC.[C:56]1([CH3:62])[CH:61]=[CH:60][CH:59]=[CH:58][CH:57]=1>C1C=CC([P]([Pd]([P](C2C=CC=CC=2)(C2C=CC=CC=2)C2C=CC=CC=2)([P](C2C=CC=CC=2)(C2C=CC=CC=2)C2C=CC=CC=2)[P](C2C=CC=CC=2)(C2C=CC=CC=2)C2C=CC=CC=2)(C2C=CC=CC=2)C2C=CC=CC=2)=CC=1>[CH2:62]([C:56]1[CH:61]=[C:60]2[C:59](=[CH:58][CH:57]=1)[CH:8]=[C:7]([C:12]([C:17]1[N:18]=[CH:19][NH:20][CH:21]=1)([OH:16])[CH:13]([CH3:15])[CH3:14])[CH:6]=[CH:5]2)[CH3:41] |^1:42,66,68,87,106|. Procedure: A solution of 1-(6-bromonaphthalen-2-yl)-2-methyl-1-(1-trityl-1H-imidazol-4-yl)-1-propanol (2.0 g), tetrakis(triphenylphosphine)palladium (116 mg) and tributylvinyltin (1.40 ml) in toluene (30 ml) was refluxed under argon atmosphere for 80 min. The solvent was distilled off and the residue was purified by column chromatography (eluent, hexane:THF=2:1),then crystallized from isopropyl ether-hexane (1:1) to give the titled compound (1.47 g) as a colorless powder. Starting materials: CN1CCNCC1 (1-Methylpiperazine), C(=O)C1=CC=C(C=C1)C1=CC2=NC=C(C(=C2S1)NC1=CC=C(C=C1)OC1=CC=CC=C1)C#N (2-(4-formylphenyl)-7-[(4-phenoxyphenyl)amino]thieno[3,2-b]pyridine-6-carbonitrile), C(C)(=O)O[BH-](OC(C)=O)OC(C)=O.[Na+] (sodium triacetoxyborohydride). The reagents and catalysts are C(C)(=O)O (acetic acid). The solvent is ClCCl (dichloromethane), CN(C=O)C (N,N-dimethylformamide). Run at temperature 0 celsius, time 10 minute. The product is CN1CCN(CC1)CC1=CC=C(C=C1)C1=CC2=NC=C(C(=C2S1)NC1=CC=C(C=C1)OC1=CC=CC=C1)C#N (2-[4-(4-methylpiperazin-1-ylmethyl)phenyl]-7-[(4-phenoxyphenyl)amino]thieno[3,2-b]pyridine-6-carbonitrile). Isolated yield 57.7%. Reaction SMILES: [CH3:1][N:2]1[CH2:7][CH2:6][NH:5][CH2:4][CH2:3]1.[CH:8]([C:10]1[CH:15]=[CH:14][C:13]([C:16]2[S:24][C:23]3[C:18](=[N:19][CH:20]=[C:21]([C:39]#[N:40])[C:22]=3[NH:25][C:26]3[CH:31]=[CH:30][C:29]([O:32][C:33]4[CH:38]=[CH:37][CH:36]=[CH:35][CH:34]=4)=[CH:28][CH:27]=3)[CH:17]=2)=[CH:12][CH:11]=1)=O.C(O[BH-](OC(=O)C)OC(=O)C)(=O)C.[Na+]>ClCCl.CN(C)C=O.C(O)(=O)C>[CH3:1][N:2]1[CH2:7][CH2:6][N:5]([CH2:8][C:10]2[CH:11]=[CH:12][C:13]([C:16]3[S:24][C:23]4[C:18](=[N:19][CH:20]=[C:21]([C:39]#[N:40])[C:22]=4[NH:25][C:26]4[CH:31]=[CH:30][C:29]([O:32][C:33]5[CH:38]=[CH:37][CH:36]=[CH:35][CH:34]=5)=[CH:28][CH:27]=4)[CH:17]=3)=[CH:14][CH:15]=2)[CH2:4][CH2:3]1 |f:2.3|. Reported procedure: 1-Methylpiperazine (65 μL, 0.59 mmol) is added to a suspension of 2-(4-formylphenyl)-7-[(4-phenoxyphenyl)amino]thieno[3,2-b]pyridine-6-carbonitrile (200 mg, 0.45 mmol) in 4 mL of dichloromethane and 1 mL of N,N-dimethylformamide. The reaction mixture is cooled to 0° C. and sodium triacetoxyborohydride (474 mg, 2.24 mmol) is added. After stirring at 0° C. for 10 minutes, 3 drops of acetic acid are added and the reaction mixture is allowed to warm to room temperature and stirred for 4 hours. The r...